Dataset: the Open Reaction Database (ORD), a public repository of structured organic reaction records. Task: describe an organic reaction: reactants, conditions, products, and yield Starting materials: C1CCOC1, CNC, CC#N, CCOC(C)=O, N#Cc1cncc(Cl)n1, O. Product: CN(C)c1cncc(C#N)n1. RXN SMILES: [CH2:16]1[O:17][CH2:18][CH2:19][CH2:20]1.[CH3:10][NH:11][CH3:12].[CH3:13][C:14]#[N:15].[CH3:22][CH2:23][O:24][C:25](=[O:26])[CH3:27].[Cl:1][c:2]1[n:3][c:4]([C:8]#[N:9])[cH:5][n:6][cH:7]1.[OH2:21]>>[c:2]1([N:11]([CH3:10])[CH3:12])[n:3][c:4]([C:8]#[N:9])[cH:5][n:6][cH:7]1. The reactants are C(C)OC(=O)C1=CN=C2N(C1=O)C=CC=C2COC2=C(C(=C(C=C2)C(C)=O)O)CCC (9-(4-acetyl-3-hydroxy-2-n-propylphenoxymethyl)-4-oxo-pyrido[1,2-a]pyrimidine-3carboxylic acid ethyl ester), Cl (hydrochloric acid). Run in C(C)(=O)O (acetic acid). Conditions: temperature 80 celsius. Product: C(C)(=O)C1=C(C(=C(OCC2=CC=CN3C2=NC=C(C3=O)C(=O)O)C=C1)CCC)O (9-(4-acetyl-3-hydroxy-2-n-propylphenoxymethyl)-4-oxo-pyrido[1,2-a]-pyrimidine-3-carboxylic acid). Yield: 50.0%. Reaction SMILES: C([O:3][C:4]([C:6]1[C:11](=[O:12])[N:10]2[CH:13]=[CH:14][CH:15]=[C:16]([CH2:17][O:18][C:19]3[CH:24]=[CH:23][C:22]([C:25](=[O:27])[CH3:26])=[C:21]([OH:28])[C:20]=3[CH2:29][CH2:30][CH3:31])[C:9]2=[N:8][CH:7]=1)=[O:5])C.Cl>C(O)(=O)C>[C:25]([C:22]1[CH:23]=[CH:24][C:19]([O:18][CH2:17][C:16]2[C:9]3=[N:8][CH:7]=[C:6]([C:4]([OH:5])=[O:3])[C:11](=[O:12])[N:10]3[CH:13]=[CH:14][CH:15]=2)=[C:20]([CH2:29][CH2:30][CH3:31])[C:21]=1[OH:28])(=[O:27])[CH3:26]. Procedure: 0.90 g (2.12 mmoles) of 9-(4-acetyl-3-hydroxy-2-n-propylphenoxymethyl)-4-oxo-pyrido[1,2-a]pyrimidine-3carboxylic acid ethyl ester and 8 ml of 6N hydrochloric acid were added to 36 ml of acetic acid, and this mixture was heated at 80° C. for 8 hours with stirring. After cooling, the resulting reaction solution was concentrated under reduced pressure, followed by the addition of an appropriate amount of water. The solid matter which separated out was collected by filtration and washed with water. ... Reactants: Cl.CC(C1=CC=C(C=C1)CCC1=CC=CC=C1)N (α-methyl-p-phenethylbenzylamine hydrochloride), COC=1CCCCCN1 (O-methylcaprolactim). The solvent is C(C)O (ethanol). Reaction conditions: temperature -20 celsius, time 4 day. Product: Cl.CC(C1=CC=C(C=C1)CCC1=CC=CC=C1)N=C1NCCCCC1 (Hexahydro-2-(α-methyl-p-phenethylbenzylimino)-azepine hydrochloride). The yield is 76.0%. As a reaction SMILES: [ClH:1].[CH3:2][CH:3]([NH2:18])[C:4]1[CH:9]=[CH:8][C:7]([CH2:10][CH2:11][C:12]2[CH:17]=[CH:16][CH:15]=[CH:14][CH:13]=2)=[CH:6][CH:5]=1.CO[C:21]1[CH2:22][CH2:23][CH2:24][CH2:25][CH2:26][N:27]=1>C(O)C>[ClH:1].[CH3:2][CH:3]([N:18]=[C:21]1[CH2:22][CH2:23][CH2:24][CH2:25][CH2:26][NH:27]1)[C:4]1[CH:9]=[CH:8][C:7]([CH2:10][CH2:11][C:12]2[CH:17]=[CH:16][CH:15]=[CH:14][CH:13]=2)=[CH:6][CH:5]=1 |f:0.1,4.5|. Procedure: A mixture of 15.0 g of α-methyl-p-phenethylbenzylamine hydrochloride and 25 ml of O-methylcaprolactim is stirred into a slurry and allowed to stand at room temperature for 4 days with occasional stirring. Small portions of absolute ethanol are added to keep the slurry stirrable. The mixture is then cooled to -20° C., the precipitate is collected, washed with small portions of absolute ether and recrystallized from a mixture of acetone-methanol to yield 15.7 g (76% yield) of the desired product, ... Starting materials: C(=S)=S (carbon disulfide), Cl.NC1=C(N=CN1[C@H]1[C@H](O)[C@H](O)[C@H](O1)CO)C(N)=NO (5-amino-1-β-D-ribofuranosylimidazole-4-carboxamide oxime hydrochloride), [OH-].[Na+] (sodium hydroxide), CO (methanol). Run in aqueous solution. The product is C1=NC2=C(NC(=S)N=C2N1[C@H]3[C@@H]([C@@H]([C@H](O3)CO)O)O)N (2-thioadenosine). The yield is 95.0%. As a reaction SMILES: Cl.[NH2:2][C:3]1[N:7]([C@@H:8]2[O:14][C@H:13]([CH2:15][OH:16])[C@@H:11]([OH:12])[C@H:9]2[OH:10])[CH:6]=[N:5][C:4]=1[C:17](=[N:19]O)[NH2:18].CO.[OH-].[Na+].[C:25](=S)=[S:26]>>[CH:6]1[N:7]([C@@H:8]2[O:14][C@H:13]([CH2:15][OH:16])[C@@H:11]([OH:12])[C@H:9]2[OH:10])[C:3]2[C:4](=[C:17]([NH2:18])[NH:19][C:25]([N:2]=2)=[S:26])[N:5]=1 |f:0.1,3.4|. Reported procedure: 10.0 g of 5-amino-1-β-D-ribofuranosylimidazole-4-carboxamide oxime hydrochloride was dissolved in 200 ml of an aqueous solution containing 175 ml of methanol, and the resulting solution was adjusted to a pH of 9 with sodium hydroxide. 50 ml of carbon disulfide was added to the solution, and the mixture was allowed to react in an autoclave at a temperature of 120° C for 5 hours under autogenous pressure (about 10 Kg/cm2) followed by working up in the same manner as described in Example 1 to obtai...